This data is from the Open Reaction Database (ORD), a public repository of structured organic reaction records. The task is: describe an organic reaction: reactants, conditions, products, and yield Starting materials: Cc1c2n(c3ccccc13)C(=O)C(C)(Cc1ncn(C(c3ccccc3)(c3ccccc3)c3ccccc3)c1C)CC2, CCO, [Na+], C1COCCO1, [OH-]. Product: Cc1c(CCC(C)(Cc2ncn(C(c3ccccc3)(c3ccccc3)c3ccccc3)c2C)C(=O)O)[nH]c2ccccc12. Reaction SMILES: [CH3:1][C:2]1([CH2:17][c:18]2[n:19][cH:20][n:21]([C:24]([c:25]3[cH:26][cH:27][cH:28][cH:29][cH:30]3)([c:31]3[cH:32][cH:33][cH:34][cH:35][cH:36]3)[c:37]3[cH:38][cH:39][cH:40][cH:41][cH:42]3)[c:22]2[CH3:23])[CH2:3][CH2:4][c:5]2[n:6]([c:7]3[cH:8][cH:9][cH:10][cH:11][c:12]3[c:13]2[CH3:14])[C:15]1=[O:16].[CH3:45][CH2:46][OH:47].[Na+:44].[O:48]1[CH2:49][CH2:50][O:51][CH2:52][CH2:53]1.[OH-:43]>>[CH3:1][C:2]([CH2:3][CH2:4][c:5]1[nH:6][c:7]2[cH:8][cH:9][cH:10][cH:11][c:12]2[c:13]1[CH3:14])([C:15](=[O:16])[OH:47])[CH2:17][c:18]1[n:19][cH:20][n:21]([C:24]([c:25]2[cH:26][cH:27][cH:28][cH:29][cH:30]2)([c:31]2[cH:32][cH:33][cH:34][cH:35][cH:36]2)[c:37]2[cH:38][cH:39][cH:40][cH:41][cH:42]2)[c:22]1[CH3:23]. Reactants: [C-]#N.[K+] (potassium cyanide), ClCC=1N=C(SC1)C1=CC=CC=C1 (4-chloromethyl-2-phenylthiazole), C(C)(=O)OCC (ethyl acetate). The reagents and catalysts are C1COC2=CC=CC=C2OCCOCCOC3=CC=CC=C3OCCO1 (dibenzo-18-crown-6-ether). Run in C(C)#N (acetonitrile). The product is C(#N)CC=1N=C(SC1)C1=CC=CC=C1 (4-cyanomethyl-2-phenylthiazole). Isolated yield 73.8%. Reaction SMILES: Cl[CH2:2][C:3]1[N:4]=[C:5]([C:8]2[CH:13]=[CH:12][CH:11]=[CH:10][CH:9]=2)[S:6][CH:7]=1.[C-:14]#[N:15].[K+].C(OCC)(=O)C>C(#N)C.C1OCCOC2C(=CC=CC=2)OCCOCCOC2C(=CC=CC=2)OC1>[C:14]([CH2:2][C:3]1[N:4]=[C:5]([C:8]2[CH:13]=[CH:12][CH:11]=[CH:10][CH:9]=2)[S:6][CH:7]=1)#[N:15] |f:1.2|. Reported procedure: 1.39 g of 4-chloromethyl-2-phenylthiazole was dissolved in 10 ml of acetonitrile, and 0.65 g of potassium cyanide and 0.05 g of dibenzo-18-crown-6-ether were added thereto at room temperature, and then heated under reflux for 10 hours. After the temperature was returned to room temperature, ethyl acetate was added the resulting mixture, and the insoluble solid was removed through filtration. The resulting ethyl acetate solution was washed with saturated saline and water, and dried over sodium su... The reactants are O=C([O-])c1ccccc1C(=O)O[O-], CSCCN1CCc2[nH]c(=O)n(C)c(=O)c2C1, CCO, [Mg+2]. Yields the product Cn1c(=O)[nH]c2c(c1=O)CN(CCS(C)=O)CC2. Reaction SMILES: [C:1]([O:2][O-:3])(=[O:4])[c:6]1[c:7]([C:12](=[O:5])[O-:13])[cH:8][cH:9][cH:10][cH:11]1.[CH3:15][n:16]1[c:17](=[O:31])[nH:18][c:19]2[c:20]([c:21]1=[O:22])[CH2:23][N:24]([CH2:27][CH2:28][S:29][CH3:30])[CH2:25][CH2:26]2.[CH3:32][CH2:33][OH:34].[Mg+2:14]>>[O:5]=[S:29]([CH2:28][CH2:27][N:24]1[CH2:23][c:20]2[c:19]([nH:18][c:17](=[O:31])[n:16]([CH3:15])[c:21]2=[O:22])[CH2:26][CH2:25]1)[CH3:30]. Reactants: COC(C(=CC(N(C)CC1=CC(=C(C=C1)Cl)Cl)=O)O)=O ((3,4-Dichloro-benzyl-methyl-carbamoyl]-2-hydroxy-acrylic acid methyl ester), COC(C(=CC(N(C)CC1=CC(=C(C=C1)Cl)Cl)=O)O)=O ((3,4-Dichloro-benzyl-methyl-carbamoyl]-2-hydroxy-acrylic acid methyl ester), C=O (paraformaldehyde), NCCN1CCCCC1 (1-(2-aminoethyl)piperidine), ClC=1C=C(CN(C(=O)C=2CN(C(C2O)=O)C)C)C=CC1Cl (4-Hydroxy-1-methyl-5-oxo-2,5-dihydro-1H-pyrrole-3-carboxylic acid (3,4-dichloro-benzyl)-methyl amide). The product is ClC=1C=C(CN(C(=O)C=2CN(C(C2O)=O)CCN2CCCCC2)C)C=CC1Cl (4-Hydroxy-5-oxo-1-(2-piperidin-1-yl-ethyl)-2,5-dihydro-1H-pyrrole-3-carboxylic acid (3,4-dichloro-benzyl)-methyl-amide). Isolated yield 38.0%. Reaction SMILES: COC(=O)C(O)=CC(=O)N(CC1C=CC(Cl)=C(Cl)C=1)C.C=O.[NH2:23][CH2:24][CH2:25][N:26]1[CH2:31][CH2:30][CH2:29][CH2:28][CH2:27]1.[Cl:32][C:33]1[CH:34]=[C:35]([CH:49]=[CH:50][C:51]=1[Cl:52])[CH2:36][N:37]([CH3:48])[C:38]([C:40]1[CH2:41]N(C)[C:43](=[O:46])[C:44]=1[OH:45])=[O:39]>>[Cl:32][C:33]1[CH:34]=[C:35]([CH:49]=[CH:50][C:51]=1[Cl:52])[CH2:36][N:37]([CH3:48])[C:38]([C:40]1[CH2:41][N:23]([CH2:24][CH2:25][N:26]2[CH2:31][CH2:30][CH2:29][CH2:28][CH2:27]2)[C:43](=[O:46])[C:44]=1[OH:45])=[O:39]. Reported procedure: 3-[(3,4-Dichloro-benzyl-methyl-carbamoyl]-2-hydroxy-acrylic acid methyl ester (Compound 12-B) was treated with paraformaldehyde and 1-(2-aminoethyl)piperidine as described in the preparation of Compound 12. The resulting residue was purified by trituration with CH2Cl2 to yield the title compound as a white solid (81.2 mg, 38% yield). Decomposition point=178–182° C. 1H NMR (300 MHz, DMSO) δ: 10.99 (s, 1H), 7.62 (d, 1H, J=8.25), 7.52 (d, 1H, J=1.46), 7.26 (d, 1H, J=7.68), 4.60 (s, 2H), 4.13 (s, 2H...